Dataset: the Open Reaction Database (ORD), a public repository of structured organic reaction records. Task: describe an organic reaction: reactants, conditions, products, and yield The reactants are O=c1[nH]nc(-c2cccc(Cl)c2)c2ncccc12, CC(C)OC(=O)N=NC(=O)OC(C)C, C1CCOC1, c1ccc(P(c2ccccc2)c2ccccc2)cc1, OCc1ccsc1. Yields the product O=c1c2cccnc2c(-c2cccc(Cl)c2)nn1Cc1ccsc1. RXN SMILES: [Cl:1][c:2]1[cH:3][c:4](-[c:8]2[n:9][nH:10][c:11](=[O:18])[c:12]3[c:13]2[n:14][cH:15][cH:16][cH:17]3)[cH:5][cH:6][cH:7]1.[O:45]=[C:46]([O:47][CH:48]([CH3:49])[CH3:50])[N:51]=[N:52][C:53]([O:54][CH:55]([CH3:56])[CH3:57])=[O:58].[O:59]1[CH2:60][CH2:61][CH2:62][CH2:63]1.[c:26]1([P:27]([c:28]2[cH:29][cH:30][cH:31][cH:32][cH:33]2)[c:34]2[cH:35][cH:36][cH:37][cH:38][cH:39]2)[cH:40][cH:41][cH:42][cH:43][cH:44]1.[s:19]1[cH:20][c:21]([CH2:24][OH:25])[cH:22][cH:23]1>>[Cl:1][c:2]1[cH:3][c:4](-[c:8]2[n:9][n:10]([CH2:24][c:21]3[cH:20][s:19][cH:23][cH:22]3)[c:11](=[O:18])[c:12]3[c:13]2[n:14][cH:15][cH:16][cH:17]3)[cH:5][cH:6][cH:7]1. The reactants are NC1CCC(CC1)C(=O)O (4-Amino-cyclohexanecarboxylic acid), C(=O)([O-])[O-].[K+].[K+] (K2CO3), C(C1=CC=CC=C1)Br (Benzyl bromide). Solvent: CC#N (MeCN), CC#N (MeCN). Conditions: temperature 80 celsius, time 20 hour. Product: C(C1=CC=CC=C1)OC(=O)C1CCC(CC1)N(CC1=CC=CC=C1)CC1=CC=CC=C1 (4-dibenzylamino-cyclohexanecarboxylic acid benzyl ester). Reaction SMILES: [NH2:1][CH:2]1[CH2:7][CH2:6][CH:5]([C:8]([OH:10])=[O:9])[CH2:4][CH2:3]1.C([O-])([O-])=O.[K+].[K+].[CH2:17](Br)[C:18]1[CH:23]=[CH:22][CH:21]=[CH:20][CH:19]=1>CC#N>[CH2:17]([O:9][C:8]([CH:5]1[CH2:6][CH2:7][CH:2]([N:1]([CH2:8][C:5]2[CH:6]=[CH:7][CH:2]=[CH:3][CH:4]=2)[CH2:17][C:18]2[CH:23]=[CH:22][CH:21]=[CH:20][CH:19]=2)[CH2:3][CH2:4]1)=[O:10])[C:18]1[CH:23]=[CH:22][CH:21]=[CH:20][CH:19]=1 |f:1.2.3|. Reported procedure: 4-Amino-cyclohexanecarboxylic acid (16 g, 0.11 mol) was treated with K2CO3 (46.8 g) in MeCN (225 mL) at 80° C. under Ar. Benzyl bromide (46.6 mL) in MeCN (140 mL) was then added dropwise and stirred at 80° C. for approximately 20 hours and allowed to cool to RT, to yield 4-dibenzylamino-cyclohexanecarboxylic acid benzyl ester (55.04 g) after workup. Starting materials: compound, [N+](=O)([O-])C1=C(C(=CC=C1)[N+](=O)[O-])OC (2,6-dinitroanisole), [NH4+].[Cl-] (NH4Cl). The reagents and catalysts are [Zn] (Zn). Solvent: O (water). Reaction conditions: time 2.5 hour. The product is NC1=C(C(=CC=C1)N)OC (2,6-diaminoanisole). Yield: 95.0%. As a reaction SMILES: [N+:1]([C:4]1[CH:9]=[CH:8][CH:7]=[C:6]([N+:10]([O-])=O)[C:5]=1[O:13][CH3:14])([O-])=O.[NH4+].[Cl-]>O.[Zn]>[NH2:1][C:4]1[CH:9]=[CH:8][CH:7]=[C:6]([NH2:10])[C:5]=1[O:13][CH3:14] |f:1.2|. Procedure details: 0.500 g (2.52 mmol) of compound 2,6-dinitroanisole was suspended in 40 mL of water together with 2.310 g (35.3 mmol) of Zn and 0.530 g (10.1 mmol) of NH4Cl. The solution was boiled for 2.5 h. After cooling to room temperature, the solution was extracted with ethyl acetate. The organic solution was dried with anhydrous Na2SO4 and distilled in vacuo to obtain 0.330 g (95%) of clean 2,6-diaminoanisole as a red oil. 1H NMR (CDCl3) δ 6.73 (t, J=7.9 Hz, 1H, Ar—H), 6.19 (d, J=7.9 Hz, 2H, Ar—H), 3.78 (s... The product is ClC1=CC=C(C=C1)CCCN1C(C2=CC(=CC=C2C=C1)C(=O)OC)=O (methyl 2-[3-(4-chlorophenyl)propyl]-1-oxo-1,2-dihydroisoquinoline-7-carboxylate). Reported procedure: The title compound was prepared from 1-(3-bromopropyl)-4-chlorobenzene (0.35 g, 1.48 mmol) and methyl 1-oxo-1,2-dihydroisoquinoline-7-carboxylate (0.20 g, 0.98 mmol) following the procedure outlined in Example 3, step 1 (0.16 g, 44%). LC-MS: (FA) ES+ 356. RXN SMILES: Br[CH2:2][CH2:3][CH2:4][C:5]1[CH:10]=[CH:9][C:8]([Cl:11])=[CH:7][CH:6]=1.[O:12]=[C:13]1[C:22]2[C:17](=[CH:18][CH:19]=[C:20]([C:23]([O:25][CH3:26])=[O:24])[CH:21]=2)[CH:16]=[CH:15][NH:14]1>>[Cl:11][C:8]1[CH:9]=[CH:10][C:5]([CH2:4][CH2:3][CH2:2][N:14]2[CH:15]=[CH:16][C:17]3[C:22](=[CH:21][C:20]([C:23]([O:25][CH3:26])=[O:24])=[CH:19][CH:18]=3)[C:13]2=[O:12])=[CH:6][CH:7]=1. Reactants: BrCCCC1=CC=C(C=C1)Cl (1-(3-bromopropyl)-4-chlorobenzene), O=C1NC=CC2=CC=C(C=C12)C(=O)OC (methyl 1-oxo-1,2-dihydroisoquinoline-7-carboxylate). Reactants: C(C)(C)N (isopropylamine), C(CC#N)#N (malononitrile), C(CCCCCCCCCCCC)N (tridecylamine), ClCC(=O)Cl (chloroacetyl chloride). Run in CN(C)C=O (DMF), C(C)N(CC)CC (triethylamine). Conditions: temperature 0 celsius, time 10 minute. Yields the product NC=1N(CC(C1C#N)=O)CCCCCCCCCCCCC (2-Amino-3-cyano-1-tridecylpyrrolin-4-one). Reaction SMILES: [C:1](#[N:5])[CH2:2][C:3]#[N:4].Cl[CH2:7][C:8](Cl)=[O:9].[CH2:11]([NH2:24])[CH2:12][CH2:13][CH2:14][CH2:15][CH2:16][CH2:17][CH2:18][CH2:19][CH2:20][CH2:21][CH2:22][CH3:23].C(N)(C)C>CN(C=O)C.C(N(CC)CC)C>[NH2:4][C:3]1[N:24]([CH2:11][CH2:12][CH2:13][CH2:14][CH2:15][CH2:16][CH2:17][CH2:18][CH2:19][CH2:20][CH2:21][CH2:22][CH3:23])[CH2:7][C:8](=[O:9])[C:2]=1[C:1]#[N:5]. Procedure: 19.8 g of malononitrile were dissolved in 30 ml of DMF and cooled to 0° C. While cooling, 61 g of triethylamine and 27 g of chloroacetyl chloride were simultaneously added dropwise to this, and the mixture was stirred at 10° C. for 10 minutes. 65.7 g of tridecylamine were then added dropwise, and the reaction mixture was stirred at room temperature for 48 hours. 300 ml of isopropylamine were then added to the mixture, which was refluxed for 2 hours, 10 g of active carbon were added, and the mixt... Reactants: C(=O)(O)[O-].[Na+] (NaHCO3), O1CC(C1)N1CCN(CC1)C1=C(C=C(N)C=C1)OCCOC1OCCCC1 (4-(4-(oxetan-3-yl)piperazin-1-yl)-3-(2-((tetrahydro-2H-pyran-2-yl)oxy)ethoxy)aniline), BrC=1N=C(C=2N(C1)C=CN2)Br (6,8-dibromoimidazo[1,2-a]pyrazine), C(C)(C)N(C(C)C)CC (N,N-Diisopropylethylamine). Run in CC(C)O (IPA), C(Cl)Cl (DCM). Reaction conditions: temperature 110 celsius, time 16 hour. Product: BrC=1N=C(C=2N(C1)C=CN2)NC2=CC(=C(C=C2)N2CCN(CC2)C2COC2)OCCOC2OCCCC2 (6-bromo-N-(4-(4-(oxetan-3-yl)piperazin-1-yl)-3-(2-((tetrahydro-2H-pyran-2-yl)oxy)ethoxy)phenyl)imidazo[1,2-a]pyrazin-8-amine). As a reaction SMILES: [O:1]1[CH2:4][CH:3]([N:5]2[CH2:10][CH2:9][N:8]([C:11]3[CH:17]=[CH:16][C:14]([NH2:15])=[CH:13][C:12]=3[O:18][CH2:19][CH2:20][O:21][CH:22]3[CH2:27][CH2:26][CH2:25][CH2:24][O:23]3)[CH2:7][CH2:6]2)[CH2:2]1.[Br:28][C:29]1[N:30]=[C:31](Br)[C:32]2[N:33]([CH:35]=[CH:36][N:37]=2)[CH:34]=1.C(N(CC)C(C)C)(C)C.C([O-])(O)=O.[Na+]>CC(O)C.C(Cl)Cl>[Br:28][C:29]1[N:30]=[C:31]([NH:15][C:14]2[CH:16]=[CH:17][C:11]([N:8]3[CH2:9][CH2:10][N:5]([CH:3]4[CH2:2][O:1][CH2:4]4)[CH2:6][CH2:7]3)=[C:12]([O:18][CH2:19][CH2:20][O:21][CH:22]3[CH2:27][CH2:26][CH2:25][CH2:24][O:23]3)[CH:13]=2)[C:32]2[N:33]([CH:35]=[CH:36][N:37]=2)[CH:34]=1 |f:3.4|. Procedure details: To a solution of 4-(4-(oxetan-3-yl)piperazin-1-yl)-3-(2-((tetrahydro-2H-pyran-2-yl)oxy)ethoxy)aniline XXIV (619 mg, 2.17 mmol) and 6,8-dibromoimidazo[1,2-a]pyrazine (601 mg, 2.2 mmol) in IPA (15 mL) was added N,N-Diisopropylethylamine (0.95 ml, 5.43 mmol). The mixture was stirred at 110° C. for 16 h. After this time, DCM (10 mL) and sat aqueous NaHCO3 (15 mL) were added. The aqueous layer was separated and extracted with DCM (2×10 mL). The combined organic extracts were washed with brine (10 mL)... Reactants: C(C)(C)(C)OC(=O)N1CC2=C(CC1)ON=C2C(=O)O (6,7-dihydro-4H-isoxazolo[4,5-c]pyridine-3,5-dicarboxylic acid 5-tert-butyl ester), C1(CC1)CN (cyclopropylmethylamine). Product: C(C)(C)(C)OC(=O)N1CC2=C(CC1)ON=C2C(NCC2CC2)=O (3-(cyclopropylmethyl-carbamoyl)-6,7-dihydro-4H-isoxazolo[4,5-c]pyridine-5-carboxylic acid tert-butyl ester). Yield: 78.0%. RXN SMILES: [C:1]([O:5][C:6]([N:8]1[CH2:13][CH2:12][C:11]2[O:14][N:15]=[C:16]([C:17]([OH:19])=O)[C:10]=2[CH2:9]1)=[O:7])([CH3:4])([CH3:3])[CH3:2].[CH:20]1([CH2:23][NH2:24])[CH2:22][CH2:21]1>>[C:1]([O:5][C:6]([N:8]1[CH2:13][CH2:12][C:11]2[O:14][N:15]=[C:16]([C:17](=[O:19])[NH:24][CH2:23][CH:20]3[CH2:22][CH2:21]3)[C:10]=2[CH2:9]1)=[O:7])([CH3:2])([CH3:3])[CH3:4]. Procedure: In a manner similar to general method 1, 280 mg (1.0 mmol) of 6,7-dihydro-4H-isoxazolo[4,5-c]pyridine-3,5-dicarboxylic acid 5-tert-butyl ester were reacted with 90 μL of cyclopropylmethylamine to yield 260 mg (78% of theoretical) of 3-(cyclopropylmethyl-carbamoyl)-6,7-dihydro-4H-isoxazolo[4,5-c]pyridine-5-carboxylic acid tert-butyl ester, which were obtained in the form of a yellow oil. Starting materials: F[C@@H]1C[C@H](N(C1)C1(C(NC2=CC=C(C=C12)C)=O)C1=C(C=CC=C1)OC)C(=O)N(C)C ((4R)-4-fluoro-1-[3-(2-methoxyphenyl)-5-methyl-2-oxo-2,3-dihydro-1H-indol-3-yl]-N,N-dimethyl-L-prolinamide), C([O-])([O-])=O.[K+].[K+] (potassium carbonate), COC1=C(C=CC(=C1)OC)S(=O)(=O)Cl (2,4-dimethoxybenzenesulfonyl chloride), [H-].[Na+] (sodium hydride). The solvent is C(C)(=O)OCC (ethyl acetate), CN(C=O)C (N,N-dimethylformamide), CN(C=O)C (N,N-dimethylformamide). Conditions: time 30 minute. Product: COC1=C(C=CC(=C1)OC)S(=O)(=O)N1C(C(C2=CC(=CC=C12)C)(C1=C(C=CC=C1)OC)N1[C@H](C(=O)N(C)C)C[C@H](C1)F)=O ((4R)-1-[1-[(2,4-dimethoxyphenyl)sulfonyl]-3-(2-methoxyphenyl)-5-methyl-2-oxo-2,3-dihydro-1H-indol-3-yl]-4-fluoro-N,N-dimethyl-L-prolinamide). RXN SMILES: [F:1][C@H:2]1[CH2:6][N:5]([C:7]2([C:18]3[CH:23]=[CH:22][CH:21]=[CH:20][C:19]=3[O:24][CH3:25])[C:15]3[C:10](=[CH:11][CH:12]=[C:13]([CH3:16])[CH:14]=3)[NH:9][C:8]2=[O:17])[C@H:4]([C:26]([N:28]([CH3:30])[CH3:29])=[O:27])[CH2:3]1.[H-].[Na+].[CH3:33][O:34][C:35]1[CH:40]=[C:39]([O:41][CH3:42])[CH:38]=[CH:37][C:36]=1[S:43](Cl)(=[O:45])=[O:44].C(=O)([O-])[O-].[K+].[K+]>C(OCC)(=O)C.CN(C)C=O>[CH3:33][O:34][C:35]1[CH:40]=[C:39]([O:41][CH3:42])[CH:38]=[CH:37][C:36]=1[S:43]([N:9]1[C:10]2[C:15](=[CH:14][C:13]([CH3:16])=[CH:12][CH:11]=2)[C:7]([N:5]2[CH2:6][C@H:2]([F:1])[CH2:3][C@H:4]2[C:26]([N:28]([CH3:30])[CH3:29])=[O:27])([C:18]2[CH:23]=[CH:22][CH:21]=[CH:20][C:19]=2[O:24][CH3:25])[C:8]1=[O:17])(=[O:44])=[O:45] |f:1.2,4.5.6|. Reported procedure: 620 mg of the compound obtained in step 15-1 (diastereoisomer mixture) was added under ice cooling and a nitrogen atmosphere to a 10 mL N,N-dimethylformamide solution of 67 mg of sodium hydride, and the reaction mixture was stirred for 40 minutes. After this, a 2 mL N,N-dimethylformamide solution of 400 mg of 2,4-dimethoxybenzenesulfonyl chloride was added dropwise. The reaction mixture was stirred for 30 minutes at the same temperature, after which 5 mL of ethyl acetate and 10 mL of a 5% potass... Reactants: CN(C)C=O, N#CC1(c2cccc(C(=O)O)c2Cl)CC1, O=C(Cl)C(=O)Cl, C1CCOC1. Yields the product N#CC1(c2cccc(C(=O)Cl)c2Cl)CC1. RXN SMILES: [CH3:16][N:17]([CH3:18])[CH:19]=[O:20].[Cl:1][c:2]1[c:3]([C:4](=[O:5])[OH:6])[cH:7][cH:8][cH:9][c:10]1[C:11]1([C:14]#[N:15])[CH2:12][CH2:13]1.[Cl:21][C:22]([C:23]([Cl:24])=[O:25])=[O:26].[O:27]1[CH2:28][CH2:29][CH2:30][CH2:31]1>>[Cl:1][c:2]1[c:3]([C:4](=[O:5])[Cl:21])[cH:7][cH:8][cH:9][c:10]1[C:11]1([C:14]#[N:15])[CH2:12][CH2:13]1.